From a dataset of the Open Reaction Database (ORD), a public repository of structured organic reaction records. describe an organic reaction: reactants, conditions, products, and yield Starting materials: ON=CC=1C=C2COC3(C2=CC1)CN(C3)C(=O)OC(C)(C)C (tert-butyl 5′-((hydroxyimino)methyl)-3′H-spiro[azetidine-3,1′-isobenzofuran]-1-carboxylate), C1CC(=O)N(C1=O)Cl (NCS), C([O-])(O)=O.[Na+] (sodium bicarbonate), ClC=1C=C(C=C(C1F)Cl)C(C(F)(F)F)=O (1-(3,5-dichloro-4-fluoro-phenyl)-2,2,2-trifluoro-ethanone). Solvent: CN(C)C=O (DMF). Reaction conditions: temperature 55 celsius, time 1 hour. Yields the product ClC=1C=C(C=C(C1F)Cl)C1(OC(=NO1)C=1C=C2COC3(C2=CC1)CN(C3)C(=O)OC(C)(C)C)C(F)(F)F (tert-butyl 5′-(5-(3,5-dichloro-4-fluorophenyl)-5-(trifluoromethyl)-1,4,2-dioxazol-3-yl)-3′H-spiro[azetidine-3,1′-isobenzofuran]-1-carboxylate). Yield: 35.6%. Reaction SMILES: [OH:1][N:2]=[CH:3][C:4]1[CH:5]=[C:6]2[C:10](=[CH:11][CH:12]=1)[C:9]1([CH2:15][N:14]([C:16]([O:18][C:19]([CH3:22])([CH3:21])[CH3:20])=[O:17])[CH2:13]1)[O:8][CH2:7]2.C1C(=O)N(Cl)C(=O)C1.[Cl:31][C:32]1[CH:33]=[C:34]([C:40](=[O:45])[C:41]([F:44])([F:43])[F:42])[CH:35]=[C:36]([Cl:39])[C:37]=1[F:38].C(=O)(O)[O-].[Na+]>CN(C=O)C>[Cl:31][C:32]1[CH:33]=[C:34]([C:40]2([C:41]([F:43])([F:44])[F:42])[O:1][N:2]=[C:3]([C:4]3[CH:5]=[C:6]4[C:10](=[CH:11][CH:12]=3)[C:9]3([CH2:13][N:14]([C:16]([O:18][C:19]([CH3:22])([CH3:21])[CH3:20])=[O:17])[CH2:15]3)[O:8][CH2:7]4)[O:45]2)[CH:35]=[C:36]([Cl:39])[C:37]=1[F:38] |f:3.4|. Reported procedure: To a stirred solution of tert-butyl 5′-((hydroxyimino)methyl)-3′H-spiro[azetidine-3,1′-isobenzofuran]-1-carboxylate (Preparation 43) (0.5 g, 1.645 mmol, 1 eq) in DMF (6.5 mL) was added NCS (0.218 g, 1.645 mmol, 1 eq). Reaction mixture was stirred at 55° C. for 1 hour under nitrogen atmosphere. After 1 hour (chloro intermediate formation), 1-(3,5-dichloro-4-fluoro-phenyl)-2,2,2-trifluoro-ethanone (0.437 g, 1.678 mmol, 1.02 eq) was added followed by addition of sodium bicarbonate (0.140 g, 1.678 m... Reactants: ClC=1OC2=C(N1)C=C(C=C2)Cl (2,5-dichlorobenzooxazole), C1CCC(CC1)C[C@@H](C(=O)O)N (L-cyclohexylalanine), FC1=CC=C(C=C1)NCCN (N1-(4-fluoro-phenyl)-ethane-1,2-diamine). Yields the product ClC=1C=CC2=C(N=C(O2)N[C@H](C(=O)NCCNC2=CC=C(C=C2)F)CC2CCCCC2)C1 (2-(S)-(5-Chloro-benzooxazol-2-ylamino)-3-cyclohexyl-N-[2-(4-fluoro-phenylamino)-ethyl]-propionamide). As a reaction SMILES: Cl[C:2]1[O:3][C:4]2[CH:10]=[CH:9][C:8]([Cl:11])=[CH:7][C:5]=2[N:6]=1.[CH2:12]1[CH2:17][CH2:16][CH:15]([CH2:18][C@H:19]([NH2:23])[C:20]([OH:22])=O)[CH2:14][CH2:13]1.[F:24][C:25]1[CH:30]=[CH:29][C:28]([NH:31][CH2:32][CH2:33][NH2:34])=[CH:27][CH:26]=1>>[Cl:11][C:8]1[CH:9]=[CH:10][C:4]2[O:3][C:2]([NH:23][C@@H:19]([CH2:18][CH:15]3[CH2:14][CH2:13][CH2:12][CH2:17][CH2:16]3)[C:20]([NH:34][CH2:33][CH2:32][NH:31][C:28]3[CH:29]=[CH:30][C:25]([F:24])=[CH:26][CH:27]=3)=[O:22])=[N:6][C:5]=2[CH:7]=1. Procedure: The title compound was prepared from 2,5-dichlorobenzooxazole, L-cyclohexylalanine and N1-(4-fluoro-phenyl)-ethane-1,2-diamine.2HCl using the procedure analogous to that described in example 2. 1H NMR (DMSO-d6, 400 MHz) δ 8.35 (d, 1H, J=8 Hz), 8.18 (t, 1H, J=5.8 Hz), 7.30 (d, 1H, J=8.4 Hz), 7.18 (d, 1H, J=2.0 Hz), 6.90 (dd, 1H, J=8.4 Hz, J=2.0 Hz), 6.84(m, 2H), 6.51(m, 2H), 4.19(m, 1H), 3.15(m, 2H), 2.98(m, 2H), 1.55(m, 7H), 1.30(m, 1H), 1.05(m, 3H), 0.83(m, 2H). HPLC-MS calcd. for C24H28ClFN4O2... Starting materials: Cl (hydrochloric acid), C1(=CC=CC=C1)C#CC1=CC=C(N=N1)S(=O)(=O)C1=CC=CC=C1 (6-(2-phenylethynyl)-3-phenylsulfonylpyridazine), [I-].N[N+]1=CC=CC=C1 (1-aminopyridinium iodide), [OH-].[Na+] (sodium hydroxide). Reagents/catalysts: [Cl-].C(C1=CC=CC=C1)[N+](C)(C)C (benzyltrimethylammonium chloride). The solvent is O (Water), C(Cl)Cl (methylene chloride), O (water). Reaction conditions: time 2 hour. Product: C1(=CC=CC=C1)S(=O)(=O)C=1N=NC(=CC1)C=1C(=NN2C1C=CC=C2)C2=CC=CC=C2 (3-(3-phenylsulfonylpyridazin-6-yl)-2-phenylpyrazolo[1,5-a]pyridine). The yield is 69.3%. Reaction SMILES: [C:1]1([C:7]#[C:8][C:9]2[N:14]=[N:13][C:12]([S:15]([C:18]3[CH:23]=[CH:22][CH:21]=[CH:20][CH:19]=3)(=[O:17])=[O:16])=[CH:11][CH:10]=2)[CH:6]=[CH:5][CH:4]=[CH:3][CH:2]=1.[I-].[NH2:25][N+:26]1[CH:31]=[CH:30][CH:29]=[CH:28][CH:27]=1.[OH-].[Na+].Cl>[Cl-].C([N+](C)(C)C)C1C=CC=CC=1.C(Cl)Cl.O>[C:18]1([S:15]([C:12]2[N:13]=[N:14][C:9]([C:8]3[C:7]([C:1]4[CH:2]=[CH:3][CH:4]=[CH:5][CH:6]=4)=[N:25][N:26]4[CH:31]=[CH:30][CH:29]=[CH:28][C:27]=34)=[CH:10][CH:11]=2)(=[O:17])=[O:16])[CH:23]=[CH:22][CH:21]=[CH:20][CH:19]=1 |f:1.2,3.4,6.7|. Procedure: A two-phase mixture of 6-(2-phenylethynyl)-3-phenylsulfonylpyridazine (23.3 g), 1-aminopyridinium iodide (90%; 26.9 g), sodium hydroxide (11.6 g), and benzyltrimethylammonium chloride (1.35 g) in a mixture of methylene chloride (233 ml) and water (233 ml) was stirred for 2 hours at room temperature. Water (233 ml) was added to the reaction mixture, and the mixture was acidified with 36% hydrochloric acid (20 ml). The organic layer was separated, washed twice with water and once with sodium chlor... Starting materials: C(C)OC(CCCOC1=C(C(=C(C=C1)C(C)=O)O)CCC)=O (4-(4-acetyl-3-hydroxy-2-propylphenoxy)butanoic acid ethyl ester), S(C)(=O)(=O)OCCOCCOS(C)(=O)=O (diethylene glycol dimesylate), C([O-])([O-])=O.[K+].[K+] (potassium carbonate), C([O-])([O-])=O.[K+].[K+] (potassium carbonate). The solvent is CC(=O)C (acetone), CN(C=O)C (dimethylformamide). Product: C(C)OC(CCCOC1=C(C(=C(C=C1)C(C)=O)OCCOCCOS(=O)(=O)C)CCC)=O (4-[4-acetyl-3-[2-[2-[(methylsulfonyl)oxy]ethoxy]-ethoxy]-2-propylphenoxy]butanoic acid ethyl ester). The yield is 66.5%. As a reaction SMILES: [CH2:1]([O:3][C:4](=[O:22])[CH2:5][CH2:6][CH2:7][O:8][C:9]1[CH:14]=[CH:13][C:12]([C:15](=[O:17])[CH3:16])=[C:11]([OH:18])[C:10]=1[CH2:19][CH2:20][CH3:21])[CH3:2].[S:23]([O:27][CH2:28][CH2:29][O:30][CH2:31][CH2:32]OS(=O)(=O)C)(=[O:26])(=[O:25])[CH3:24].C(=O)([O-])[O-].[K+].[K+]>CC(C)=O.CN(C)C=O>[CH2:1]([O:3][C:4](=[O:22])[CH2:5][CH2:6][CH2:7][O:8][C:9]1[CH:14]=[CH:13][C:12]([C:15](=[O:17])[CH3:16])=[C:11]([O:18][CH2:32][CH2:31][O:30][CH2:29][CH2:28][O:27][S:23]([CH3:24])(=[O:26])=[O:25])[C:10]=1[CH2:19][CH2:20][CH3:21])[CH3:2] |f:2.3.4|. Procedure: A mixture of 4 g (0.013 mol) of 4-(4-acetyl-3-hydroxy-2-propylphenoxy)butanoic acid ethyl ester, 17 g (0.065 mol) of diethylene glycol dimesylate and 3.6 g (0.026 mol) of anhydrous potassium carbonate in 80 ml of anhydrous acetone and 40 ml of anhydrous dimethylformamide was stirred at reflux for 20 hours. An additional 1.8 g of potassium carbonate was added and reflux was continued for a total of 44 hours. The reaction mixture was filtered and concentrated in vacuo to an orange oil which was tr... Starting materials: COC(CN)OC (Aminoacetaldehyde dimethyl acetal), CC=1NC=C(C1C(C)=O)C (2,4-dimethyl-3-acetyl-pyrrole). Solvent: I (hydriodic acid), [PH2](=O)O (hypophosphorous acid). Reaction conditions: time 4 hour. Product: CC=1NC(=C(C1C(C)=O)C)CCN (2,4-Dimethyl-3-acetyl-5-(2-amino-ethyl)-pyrrole). As a reaction SMILES: CO[CH:3](OC)[CH2:4][NH2:5].[CH3:8][C:9]1[NH:10][CH:11]=[C:12]([CH3:17])[C:13]=1[C:14](=[O:16])[CH3:15]>I.[PH2](O)=O>[CH3:8][C:9]1[NH:10][C:11]([CH2:3][CH2:4][NH2:5])=[C:12]([CH3:17])[C:13]=1[C:14](=[O:16])[CH3:15]. Procedure: Aminoacetaldehyde dimethyl acetal (0.75 ml) was added to a stirred solution of 2,4-dimethyl-3-acetyl-pyrrole (0.548 g) in 10 ml of hydriodic acid and 2 ml of hypophosphorous acid. The solution was stirred for 4 hr. at 35° then evaporated in a shallow dish in a vacuum disiccator, finally at 0.1 mm, and the residue twice slurried and filtered with acetone. The clarified solution of the solid in water (5 ml) was made strongly alkaline with KOH, saturated with potassium carbonate, and extracted repe... Reactants: CN(C)CCN, CO, COC(=O)Cc1ccc(OCc2ccc(-c3ccccc3)cc2)cc1, c1c[nH]cn1. Product: CN(C)CCNC(=O)Cc1ccc(OCc2ccc(-c3ccccc3)cc2)cc1. Reaction SMILES: [CH3:26][N:27]([CH2:28][CH2:29][NH2:30])[CH3:31].[CH3:37][OH:38].[c:1]1(-[c:20]2[cH:21][cH:22][cH:23][cH:24][cH:25]2)[cH:2][cH:3][c:4]([CH2:7][O:8][c:9]2[cH:10][cH:11][c:12]([CH2:15][C:16](=[O:17])[O:18][CH3:19])[cH:13][cH:14]2)[cH:5][cH:6]1.[nH:32]1[cH:33][cH:34][n:35][cH:36]1>>[c:1]1(-[c:20]2[cH:21][cH:22][cH:23][cH:24][cH:25]2)[cH:2][cH:3][c:4]([CH2:7][O:8][c:9]2[cH:10][cH:11][c:12]([CH2:15][C:16](=[O:17])[NH:30][CH2:29][CH2:28][N:27]([CH3:26])[CH3:31])[cH:13][cH:14]2)[cH:5][cH:6]1. The reactants are C1=CC=C2C(=C1)C=CC(=C2C3=C(C=CC4=CC=CC=C43)O)O (1,1′-bi-2-naphthol), CC(C)O (2-propanol), C(C=C)[Sn](CC=C)(CC=C)CC=C (tetraallylstannane), ClCCC(=O)C1=CC=C(C=C1)F (3-chloro-1-(4-fluorophenyl)propan-1-one). Reagents/catalysts: CC([O-])C.[Ti+4].CC([O-])C.CC([O-])C.CC([O-])C (titanium(IV) isopropoxide). Run in C(Cl)Cl (CH2Cl2). Conditions: time 22 hour. The product is ClCCC(CC=C)(O)C1=CC=C(C=C1)F (1-chloro-3-(4-fluorophenyl)hex-5-en-3-ol). RXN SMILES: [CH:1]1[CH:6]=C2C=CC(O)=C(C3C4C(=CC=CC=4)C=CC=3O)C2=C[CH:2]=1.CC(O)C.C([Sn](CC=C)(CC=C)CC=C)C=C.[Cl:40][CH2:41][CH2:42][C:43]([C:45]1[CH:50]=[CH:49][C:48]([F:51])=[CH:47][CH:46]=1)=[O:44]>CC(C)[O-].[Ti+4].CC(C)[O-].CC(C)[O-].CC(C)[O-].C(Cl)Cl>[Cl:40][CH2:41][CH2:42][C:43]([C:45]1[CH:46]=[CH:47][C:48]([F:51])=[CH:49][CH:50]=1)([OH:44])[CH2:6][CH:1]=[CH2:2] |f:4.5.6.7.8|. Reported procedure: To a solution of 1,1′-bi-2-naphthol (0.2280 g, 0.80 mmol, 0.26 equiv), CH2Cl2 (5 mL) and titanium(IV) isopropoxide (0.2243 g, 0.79 mmol, 0.26 equiv) were added 2-propanol (3.1620 g, 52.6 mmol, 17 equiv), tetraallylstannane (1.2538 g, 4.43 mmol, 1.43 equiv), and 3-chloro-1-(4-fluorophenyl)propan-1-one (0.5760 g, 3.09 mmol, 1.0 equiv) successively. The reaction mixture was stirred at rt under nitrogen for 22 h. The reaction was quenched with satd aq NH4Cl and extracted with EtOAc. The organic laye... Reactants: CN1c2ccc(C#N)cc2C(C)(C)CC1c1cccc(Br)c1, O=C([O-])[O-], CS(C)=O, [Cu]I, [K+], [K+], CC(C)(N)C(=O)O. Yields the product CN1c2ccc(C#N)cc2C(C)(C)CC1c1cccc(NC(C)(C)C(=O)O)c1. As a reaction SMILES: [Br:1][c:2]1[cH:3][c:4]([CH:8]2[N:9]([CH3:22])[c:10]3[cH:11][cH:12][c:13]([C:20]#[N:21])[cH:14][c:15]3[C:16]([CH3:18])([CH3:19])[CH2:17]2)[cH:5][cH:6][cH:7]1.[C:30](=[O:31])([O-:32])[O-:33].[CH3:36][S:37](=[O:38])[CH3:39].[Cu:40][I:41].[K+:34].[K+:35].[NH2:23][C:24]([C:25](=[O:26])[OH:27])([CH3:28])[CH3:29]>>[c:2]1([NH:23][C:24]([C:25](=[O:26])[OH:27])([CH3:28])[CH3:29])[cH:3][c:4]([CH:8]2[N:9]([CH3:22])[c:10]3[cH:11][cH:12][c:13]([C:20]#[N:21])[cH:14][c:15]3[C:16]([CH3:18])([CH3:19])[CH2:17]2)[cH:5][cH:6][cH:7]1.